This data is from the Open Reaction Database (ORD), a public repository of structured organic reaction records. The task is: describe an organic reaction: reactants, conditions, products, and yield Starting materials: NC1(C(N(C2=CC=C(C=C12)Cl)S(=O)(=O)C1=C(C=C(C=C1)OC)[N+](=O)[O-])=O)C1=C(C=CC=C1)Cl (3-Amino-5-chloro-3-(2-chlorophenyl)-1,3-dihydro-1-(4-methoxy-2-nitrobenzenesulfonyl)indol-2-one), CO (MeOH). Reagents/catalysts: [Ni] (Raney® nickel). The solvent is C1CCOC1 (THF). Reaction conditions: time 1 hour. Yields the product NC1(C(N(C2=CC=C(C=C12)Cl)S(=O)(=O)C1=C(C=C(C=C1)OC)N)=O)C1=C(C=CC=C1)Cl (3-Amino-1-(2-amino-4-methoxybenzenesulfonyl)-5-chloro-3-(2-chlorophenyl)-1,3-dihydroindol-2-one). Isolated yield 14.0%. As a reaction SMILES: [NH2:1][C:2]1([C:27]2[CH:32]=[CH:31][CH:30]=[CH:29][C:28]=2[Cl:33])[C:10]2[C:5](=[CH:6][CH:7]=[C:8]([Cl:11])[CH:9]=2)[N:4]([S:12]([C:15]2[CH:20]=[CH:19][C:18]([O:21][CH3:22])=[CH:17][C:16]=2[N+:23]([O-])=O)(=[O:14])=[O:13])[C:3]1=[O:26].CO>[Ni].C1COCC1>[NH2:1][C:2]1([C:27]2[CH:32]=[CH:31][CH:30]=[CH:29][C:28]=2[Cl:33])[C:10]2[C:5](=[CH:6][CH:7]=[C:8]([Cl:11])[CH:9]=2)[N:4]([S:12]([C:15]2[CH:20]=[CH:19][C:18]([O:21][CH3:22])=[CH:17][C:16]=2[NH2:23])(=[O:14])=[O:13])[C:3]1=[O:26]. Procedure details: A mixture of 2.4 g of the compound obtained in EXAMPLE 105, 1 g of Raney® nickel, 50 ml of MeOH and 50 ml of THF is hydrogenated at atmospheric pressure for 1 hour at RT. The catalyst is filtered off on C elite® and the filtrate is evaporated under vacuum. The residue is chromatographed on silica using DCM and then a DCM/AcOEt mixture (95/5; v/v) as the eluent to give 0.316 g of the expected product after crystallization from a DCM/iso ether mixture. M.p.=160°-166° C. Reactants: C1CCC(CC1)N=C=NC2CCCCC2 (DCC), N([C@H](CCCNC(NS(=O)(=O)C1=CC=C(C)C=C1)=N)C(=O)O)C(=O)OC(C)(C)C (Boc-D-Arg(Tos)OH), C=1C=CC2=C(C1)N=NN2O (HOBt), Cl.C(C1=CC=CC=C1)OC(CN)=O (glycine benzyl ester hydrochloride), CCN(C(C)C)C(C)C (DIEA). Solvent: C(Cl)Cl (DCM). Reaction conditions: temperature -10 celsius, time 18 hour. The product is N([C@H](CCCNC(NS(=O)(=O)C1=CC=C(C)C=C1)=N)C(=O)NCC(=O)NCC(=O)OCC1=CC=CC=C1)C(=O)OC(C)(C)C (Boc-D-Arg(Tos)Gly-Gly-OBn). Yield: 92.0%. As a reaction SMILES: [NH:1]([C:23]([O:25][C:26]([CH3:29])([CH3:28])[CH3:27])=[O:24])[C@@H:2]([C:20]([OH:22])=O)[CH2:3][CH2:4][CH2:5][NH:6][C:7](=[NH:19])[NH:8][S:9]([C:12]1[CH:18]=[CH:17][C:15]([CH3:16])=[CH:14][CH:13]=1)(=[O:11])=[O:10].C1C=CC2N([OH:39])N=NC=2C=1.Cl.[CH2:41]([O:48][C:49](=[O:52])[CH2:50][NH2:51])[C:42]1[CH:47]=[CH:46][CH:45]=[CH:44][CH:43]=1.[CH3:53][CH2:54][N:55](C(C)C)C(C)C.C1CCC(N=C=NC2CCCCC2)CC1>C(Cl)Cl>[NH:1]([C:23]([O:25][C:26]([CH3:27])([CH3:28])[CH3:29])=[O:24])[C@@H:2]([C:20]([NH:55][CH2:54][C:53]([NH:51][CH2:50][C:49]([O:48][CH2:41][C:42]1[CH:47]=[CH:46][CH:45]=[CH:44][CH:43]=1)=[O:52])=[O:39])=[O:22])[CH2:3][CH2:4][CH2:5][NH:6][C:7](=[NH:19])[NH:8][S:9]([C:12]1[CH:13]=[CH:14][C:15]([CH3:16])=[CH:17][CH:18]=1)(=[O:11])=[O:10] |f:2.3|. Reported procedure: To a solution of Boc-D-Arg(Tos)OH (11.2 g, 26.1 mmol), HOBt (3.9 g, 28.7 g), glycine benzyl ester hydrochloride (5.2 g, 26.1 mmol) in 52 mL of DCM is added DIEA (4.5 mL, 26.1 mmol) followed by DCC (5.9 g, 28.7 mmol; dissolved in 5 mL of DCM). After stirring for 18 h, the reaction mixture is cooled to −10° C. and the precipitate is filtered off. The filtrate is extracted twice with 1N Hcl (50 mL), twice with 5% NaHCO3 (50 mL), brine (50 mL), dried (MgSO4), and concentrated in vacuo to give 15.2 g... Starting materials: C(C1=CC=CC=C1)OC(=O)N1C=CC2=C(N(N=C2CC1)C(C)C)C1=CC=C(C=C1)F (3-(4-fluoro-phenyl)-2-isopropyl-7,8-dihydro-2H-1,2,6-triaza-azulene-6-carboxylic acid benzyl ester). The reagents and catalysts are [Pd] (Pd/C). The solvent is C(C)(C)O (isopropanol). Conditions: time 16 hour. Yields the product FC1=CC=C(C=C1)C=1N(N=C2CCNCCC12)C(C)C (3-(4-Fluoro-phenyl)-2-isopropyl-2,4,5,6,7,8-hexahydro-1,2,6-triaza-azulene). Reaction SMILES: C(OC([N:11]1[CH2:20][CH2:19][C:18]2[C:14](=[C:15]([C:24]3[CH:29]=[CH:28][C:27]([F:30])=[CH:26][CH:25]=3)[N:16]([CH:21]([CH3:23])[CH3:22])[N:17]=2)[CH:13]=[CH:12]1)=O)C1C=CC=CC=1>C(O)(C)C.[Pd]>[F:30][C:27]1[CH:28]=[CH:29][C:24]([C:15]2[N:16]([CH:21]([CH3:23])[CH3:22])[N:17]=[C:18]3[C:14]=2[CH2:13][CH2:12][NH:11][CH2:20][CH2:19]3)=[CH:25][CH:26]=1. Procedure details: A mixture of 3-(4-fluoro-phenyl)-2-isopropyl-7,8-dihydro-2H-1,2,6-triaza-azulene-6-carboxylic acid benzyl ester (0.2 g, 0.49 mmol) and 10% Pd/C (20 mg) in isopropanol (20 mL) was subjected to H2 (45 psi) at rt for 16 h. The mixture was filtered and the filtrate was concentrated. The residue was purified by FCC to give the title compound. Reactants: FC1=CC=C(N)C=C1 (4-fluoroaniline), C(=O)C=1N=CNC1 (4-formylimidazole), C(C)(=O)O[BH-](OC(C)=O)OC(C)=O.[Na+] (sodium triacetoxyborohydride), C(C)(=O)O (acetic acid). Run in ClCCCl (1,2-dichloroethane). The yield is 15.5%. Product: FC1=CC=C(C=C1)NCC=1N=CNC1 ((4-Fluoro-phenyl)-(1H-imidazol-4-ylmethyl)-amine). RXN SMILES: [F:1][C:2]1[CH:8]=[CH:7][C:5]([NH2:6])=[CH:4][CH:3]=1.[CH:9]([C:11]1[N:12]=[CH:13][NH:14][CH:15]=1)=O.C(O[BH-](OC(=O)C)OC(=O)C)(=O)C.[Na+].C(O)(=O)C>ClCCCl>[F:1][C:2]1[CH:8]=[CH:7][C:5]([NH:6][CH2:9][C:11]2[N:12]=[CH:13][NH:14][CH:15]=2)=[CH:4][CH:3]=1 |f:2.3|. Run at temperature 50 celsius, time 4 hour. Reported procedure: To a solution of 4-fluoroaniline (0.60 g, 5.40 mmol) in 1,2-dichloroethane (5 ml) were added 4-formylimidazole (0.78 g, 8.10 mmol), sodium triacetoxyborohydride (2.29 g, 10.8 mmol) and acetic acid (0.06 ml). The reaction mixture was stirred at 50° C. for 4 h. The reaction mixture was then concentrated in vacuo and the residue was purified using flash chromatography (column: Isolute® Flash-NH2 (Separtis); eluent: methanol/dichloromethane gradient) to yield a white solid (160 mg, 16%); MS (ISP): 1... Starting materials: ClC1=C(C(=O)Cl)C(=CC=C1)C (2-chloro-6-methylbenzoylchloride), FC(C(CNC1=C2C=NN(C2=CC=C1)C1=CC=C(C=C1)F)(O)CNCCC)(F)F (1,1,1-trifluoro-3-{[1-(4-fluorophenyl)-1H-indazol-4-yl]amino}-2-[(propylamino)methyl]-2-propanol). Solvent: C(Cl)(Cl)Cl (chloroform). Yields the product ClC1=C(C(=O)N(CC(C(F)(F)F)(O)CNC2=C3C=NN(C3=CC=C2)C2=CC=C(C=C2)F)CC)C(=CC=C1)C (2-Chloro-N-ethyl-6-methyl-N-[3,3,3-trifluoro-2-({[1-(4-fluorophenyl)-1H-indazol-4-yl]amino}methyl)-2-hydroxypropyl]benzamide). RXN SMILES: [Cl:1][C:2]1[CH:10]=[CH:9][CH:8]=[C:7]([CH3:11])[C:3]=1[C:4](Cl)=[O:5].[F:12][C:13]([F:40])([F:39])[C:14]([CH2:34][NH:35][CH2:36][CH2:37]C)([OH:33])[CH2:15][NH:16][C:17]1[CH:25]=[CH:24][CH:23]=[C:22]2[C:18]=1[CH:19]=[N:20][N:21]2[C:26]1[CH:31]=[CH:30][C:29]([F:32])=[CH:28][CH:27]=1>C(Cl)(Cl)Cl>[Cl:1][C:2]1[CH:10]=[CH:9][CH:8]=[C:7]([CH3:11])[C:3]=1[C:4]([N:35]([CH2:36][CH3:37])[CH2:34][C:14]([CH2:15][NH:16][C:17]1[CH:25]=[CH:24][CH:23]=[C:22]2[C:18]=1[CH:19]=[N:20][N:21]2[C:26]1[CH:27]=[CH:28][C:29]([F:32])=[CH:30][CH:31]=1)([OH:33])[C:13]([F:12])([F:40])[F:39])=[O:5]. Procedure details: Prepared similarly to Example 48 by reaction of 2-chloro-6-methylbenzoylchloride and 1,1,1-trifluoro-3-{[1-(4-fluorophenyl)-1H-indazol-4-yl]amino}-2-[(propylamino)methyl]-2-propanol in chloroform over 42 hours. Purification by mass directed autopreparation (System B) resulted in separation of atropisomers of the title compound: The reactants are CC1CN(Cc2ccccc2)CCC1(O)c1cc(F)c(Cl)c2ccoc12, CC(=O)C(=O)OC1(c2cc(F)c(Cl)c3ccoc23)CCN(Cc2ccccc2)CC1C. The product is CC1CN(Cc2ccccc2)CCC1c1cc(F)c(Cl)c2ccoc12. Reaction SMILES: [CH2:1]([c:2]1[cH:3][cH:4][cH:5][cH:6][cH:7]1)[N:8]1[CH2:9][CH:10]([CH3:26])[C:11]([c:14]2[cH:15][c:16]([F:24])[c:17]([Cl:23])[c:18]3[cH:19][cH:20][o:21][c:22]23)([OH:25])[CH2:12][CH2:13]1.[CH2:27]([N:28]1[CH2:29][CH2:30][C:31]([O:32][C:33](=[O:34])[C:35]([CH3:36])=[O:37])([c:38]2[c:39]3[o:40][cH:41][cH:42][c:43]3[c:44]([Cl:45])[c:46]([F:47])[cH:48]2)[CH:49]([CH3:50])[CH2:51]1)[c:52]1[cH:53][cH:54][cH:55][cH:56][cH:57]1>>[CH2:1]([c:2]1[cH:3][cH:4][cH:5][cH:6][cH:7]1)[N:8]1[CH2:9][CH:10]([CH3:26])[CH:11]([c:14]2[cH:15][c:16]([F:24])[c:17]([Cl:23])[c:18]3[cH:19][cH:20][o:21][c:22]23)[CH2:12][CH2:13]1. The reactants are ClC1=C(C(=O)OC(C)C)C=C(C(=C1)F)N1C(=NC(=CC1=O)C(C(F)(F)F)(F)F)Cl (isopropyl 2-chloro-5-[2-chloro-6-oxo-4-pentafluoroethyl-1(6H)-pyrimidinyl]-4-fluorobenzoate), CC[O-].[Na+] (sodium ethylate). Run in C(C)O (ethanol). The product is C(C)C=1N(C(C=C(N1)C(C(F)(F)F)(F)F)=O)C=1C(=CC(=C(C(=O)OC(C)C)C1)Cl)F (isopropyl 5-[2-ethyl-6-oxo-4-pentafluoroethyl-1(6H)-pyrimidinyl]-2-chloro- 4-fluorobenzoate). As a reaction SMILES: [Cl:1][C:2]1[CH:13]=[C:12]([F:14])[C:11]([N:15]2[C:20](=[O:21])[CH:19]=[C:18]([C:22]([F:28])([F:27])[C:23]([F:26])([F:25])[F:24])[N:17]=[C:16]2Cl)=[CH:10][C:3]=1[C:4]([O:6][CH:7]([CH3:9])[CH3:8])=[O:5].[CH3:30][CH2:31][O-].[Na+]>C(O)C>[CH2:30]([C:16]1[N:15]([C:11]2[C:12]([F:14])=[CH:13][C:2]([Cl:1])=[C:3]([CH:10]=2)[C:4]([O:6][CH:7]([CH3:8])[CH3:9])=[O:5])[C:20](=[O:21])[CH:19]=[C:18]([C:22]([F:28])([F:27])[C:23]([F:24])([F:26])[F:25])[N:17]=1)[CH3:31] |f:1.2|. Procedure: using isopropyl 2-chloro-5-[2-chloro-6-oxo-4-pentafluoroethyl-1(6H)-pyrimidinyl]-4-fluorobenzoate and sodium ethylate in ethanol there is obtained isopropyl 5-[2-ethyl-6-oxo-4-pentafluoroethyl-1(6H)-pyrimidinyl]-2-chloro- 4-fluorobenzoate, 1H-NMR (CDCl3, 400 MHz): 7.83 ppm (d,1H), 7.39 ppm (d,1H), 6.65 ppm (s,1H), 5.72 ppm (m,1H), 4.48 ppm (m,2H), 1.38 ppm (d,3H), 1.37 ppm (d,3H), 1.29 ppm (t,3H);